From a dataset of the Open Reaction Database (ORD), a public repository of structured organic reaction records. describe an organic reaction: reactants, conditions, products, and yield Starting materials: ClCCCS(=O)(=O)Cl (3-chloropropylsulphonyl chloride), N1=CC=CC=C1 (pyridine), C(C)(C)(C)OC(=O)[C@@H](C\C=C\C1=CC=CC=C1)[C@H](C(=O)NN)CC(C)C ((E)-2(R)-[1(S)-(tertbutoxycarbonyl)-4-phenyl-3-butenyl]-4-methylvalerohydrazide). The solvent is ClCCl (dichloromethane). Reaction conditions: time 2 hour. The product is C(C)(C)(C)OC(=O)[C@@H](C\C=C\C1=CC=CC=C1)[C@H](C(=O)NNS(=O)(=O)CCCCl)CC(C)C ((E)-2(R)-[1(S)-(tertbutoxycarbonyl)-4-phenyl-3-butenyl]-2′-(3-chloropropylsulphonyl)-4-methylvalerohydrazide). Isolated yield 46.0%. Reaction SMILES: [Cl:1][CH2:2][CH2:3][CH2:4][S:5](Cl)(=[O:7])=[O:6].N1C=CC=CC=1.[C:15]([O:19][C:20]([C@H:22]([C@@H:32]([CH2:37][CH:38]([CH3:40])[CH3:39])[C:33]([NH:35][NH2:36])=[O:34])[CH2:23]/[CH:24]=[CH:25]/[C:26]1[CH:31]=[CH:30][CH:29]=[CH:28][CH:27]=1)=[O:21])([CH3:18])([CH3:17])[CH3:16]>ClCCl>[C:15]([O:19][C:20]([C@H:22]([C@@H:32]([CH2:37][CH:38]([CH3:40])[CH3:39])[C:33]([NH:35][NH:36][S:5]([CH2:4][CH2:3][CH2:2][Cl:1])(=[O:7])=[O:6])=[O:34])[CH2:23]/[CH:24]=[CH:25]/[C:26]1[CH:31]=[CH:30][CH:29]=[CH:28][CH:27]=1)=[O:21])([CH3:18])([CH3:17])[CH3:16]. Procedure: 1.85 g of 3-chloropropylsulphonyl chloride and 0.85 g of pyridine were added to a solution of 3.0 g of (E)-2(R)-[1(S)-(tertbutoxycarbonyl)-4-phenyl-3-butenyl]-4-methylvalerohydrazide in 40 ml of dichloromethane. After stirring at room temperature for 2 hours the solvent was evaporated and the residue was triturated with diethyl ether. The mixture was filtered and the solvent was evaporated to give 1.92 g of (E)-2(R)-[1(S)-(tertbutoxycarbonyl)-4-phenyl-3-butenyl]-2′-(3-chloropropylsulphonyl)-4-me... The reactants are C(C)(C)N(C(C)C)CC (N,N-Diisopropylethylamine), C(CCCC)C12CCC(CC1)(CC2)C(=O)O (4-pentylbicyclo[2.2.2]octane-1-carboxylic acid), Cl.CN (methylamine hydrochloride). Solvent: C(Cl)Cl (methylene chloride), C(Cl)Cl (methylene chloride). Conditions: time 18 hour. Product: CNC(=O)C12CCC(CC1)(CC2)CCCCC (N-methyl-4-pentylbicyclo[2.2.2]octane-1-carboxamide). RXN SMILES: [CH:1]([N:4](CC)C(C)C)(C)C.[CH2:10]([C:15]12[CH2:22][CH2:21][C:18]([C:23]([OH:25])=O)([CH2:19][CH2:20]1)[CH2:17][CH2:16]2)[CH2:11][CH2:12][CH2:13][CH3:14].Cl.CN>C(Cl)Cl>[CH3:1][NH:4][C:23]([C:18]12[CH2:21][CH2:22][C:15]([CH2:10][CH2:11][CH2:12][CH2:13][CH3:14])([CH2:20][CH2:19]1)[CH2:16][CH2:17]2)=[O:25] |f:2.3|. Reported procedure: N,N-Diisopropylethylamine (1.44 mL, 11.1 mmol) was added to a mixture of 4-pentylbicyclo[2.2.2]octane-1-carboxylic acid (3-A) (1.09 g, 4.45 mmol) and methylamine hydrochloride (1.5 g, 22.3 mmol) in methylene chloride (10 mL) was added and the mixture stirred at room temperature for 18 h. After diluting with methylene chloride, the mixture was washed with water, brine, dried (MgSO4) and concentrated in vacuo to give N-methyl-4-pentylbicyclo[2.2.2]octane-1-carboxamide (3-C). 1H NMR (500 MHz, CDCl3... Reported procedure: Step-2: A solution of N-(4-butyryl-phenyl)acetamide (3.47 g, 16.9 mmol) in 100 mL of anhydrous DCM was cooled to 0° C. under N, and treated with AlCl3 (180 mg, 1.35 mmol). Approximately 10 mL of Br2 was added and the mixture was stirred for 10 min. The reactor was removed from the cooling bath and the remaining Br2 was added dropwise via syringe over 0.5 min. After 3 hr, the dark orange color of Br2 had faded and by 3¼ hr a precipitate had formed. The reaction was quenched with saturated NaHCO3.... Run in C(Cl)Cl (DCM). Product: BrC(C(=O)C1=CC=C(C=C1)NC(C)=O)CC (N-(4-(2-bromobutanoyl)phenyl)acetamide). Starting materials: [Al+3].[Cl-].[Cl-].[Cl-] (AlCl3), C(CCC)(=O)C1=CC=C(C=C1)NC(C)=O (N-(4-butyryl-phenyl)acetamide), BrBr (Br2). RXN SMILES: [C:1]([C:6]1[CH:11]=[CH:10][C:9]([NH:12][C:13](=[O:15])[CH3:14])=[CH:8][CH:7]=1)(=[O:5])[CH2:2][CH2:3][CH3:4].[Al+3].[Cl-].[Cl-].[Cl-].[Br:20]Br>C(Cl)Cl>[Br:20][CH:2]([CH2:3][CH3:4])[C:1]([C:6]1[CH:11]=[CH:10][C:9]([NH:12][C:13](=[O:15])[CH3:14])=[CH:8][CH:7]=1)=[O:5] |f:1.2.3.4|. Reaction conditions: time 10 minute. Solvent: O (water), C(Cl)Cl (DCM), CO (MeOH). The yield is 49.9%. Reactants: [OH-].[Na+] (sodium hydroxide), C(C)OC(CC(=O)[C@@H]1C[C@@H](N(CC1)C(=O)OC)C1=CC=C(C=C1)S(=O)(=O)C)=O (Cis-methyl 4-(3-ethoxy-3-oxopropanoyl)-2-(4-(methylsulfonyl)phenyl)piperidine-1-carboxylate), Cl (hydrogen chloride), NO (Hydroxylamine). Run at temperature -40 celsius, time 20 minute. Reaction SMILES: C([O:3][C:4](=O)[CH2:5][C:6]([C@H:8]1[CH2:13][CH2:12][N:11]([C:14]([O:16][CH3:17])=[O:15])[C@@H:10]([C:18]2[CH:23]=[CH:22][C:21]([S:24]([CH3:27])(=[O:26])=[O:25])=[CH:20][CH:19]=2)[CH2:9]1)=[O:7])C.[OH-].[Na+].[NH2:31]O.Cl>CO.O.C(Cl)Cl>[CH3:27][S:24]([C:21]1[CH:22]=[CH:23][C:18]([C@H:10]2[CH2:9][C@@H:8]([C:6]3[O:7][NH:31][C:4](=[O:3])[CH:5]=3)[CH2:13][CH2:12][N:11]2[C:14]([O:16][CH3:17])=[O:15])=[CH:19][CH:20]=1)(=[O:26])=[O:25] |f:1.2|. Product: CS(=O)(=O)C1=CC=C(C=C1)[C@@H]1N(CC[C@@H](C1)C1=CC(NO1)=O)C(=O)OC (Cis-methyl 2-(4-(methylsulfonyl)phenyl)-4-(3-oxo-2,3-dihydroisoxazol-5-yl)piperidine-1-carboxylate). Procedure: Cis-methyl 4-(3-ethoxy-3-oxopropanoyl)-2-(4-(methylsulfonyl)phenyl)piperidine-1-carboxylate (2.6 g, 6.32 mmol) was suspended in MeOH (100 mL). DCM (40 mL) was added and the reaction cooled to −40° C. 3.8 M sodium hydroxide (1.663 mL, 6.32 mmol) in water (10.00 mL) was added and the reaction stirred at −40° C. for 20 min. Hydroxylamine (50% in water, 0.387 mL, 6.32 mmol) was added and the reaction stirred at −40° C. for 3 h. The reaction mixture was then added to a prewarmed 80° C. solution of 6 ... Reactants: C(C)OC(NC1=CC=CC=C1)=O (ethylphenylcarbamate), ethyl ester, ethyl ester, C(C)OC(=O)C(C1=C(C=CC=C1)NC(O)=O)NC1=CC=CC=C1 (2-[(ethoxycarbonyl)-phenylaminomethyl]phenylcarbamic acid), C(C)OC(=O)C(C1=C(C=CC=C1)NC(O)=O)NC1=CC=CC=C1 (2-[(ethoxycarbonyl)phenylaminomethyl]phenylcarbamic acid), S(O)(O)(=O)=O (sulfuric acid), diethyl ester. Conditions: temperature 100 celsius. Yields the product C1=CC=C(C(=C1)CC2=CC=C(C=C2)N=C=O)N=C=O (diphenylmethane-2,4'-diisocyanate). RXN SMILES: C(O[C:4]([CH:6](NC1C=CC=CC=1)[C:7]1[CH:12]=[CH:11][CH:10]=[CH:9][C:8]=1[NH:13][C:14](=[O:16])O)=O)C.S(=O)(=O)(O)O.C([O:31][C:32](=O)[NH:33][C:34]1[CH:39]=[CH:38]C=[CH:36][CH:35]=1)C>>[CH:11]1[CH:12]=[C:7]([CH2:6][C:4]2[CH:38]=[CH:39][C:34]([N:33]=[C:32]=[O:31])=[CH:35][CH:36]=2)[C:8]([N:13]=[C:14]=[O:16])=[CH:9][CH:10]=1. Reported procedure: 0.3 g. of an ethyl ester of 2-[(ethoxycarbonyl)-phenylaminomethyl]phenylcarbamic acid (N-benzyl compound), prepared as in Example 1, along with 1.0 g. of 96.4 weight percent concentrated sulfuric acid was charged to a 300 ml reaction flask. The mixture was heated to 100° C. on a constant temperature bath for 60 minutes. High speed liquid chromatographic analysis showed conversion of the ethyl ester of 2-[(ethoxycarbonyl)phenylaminomethyl]phenylcarbamic acid to the diethyl ester of 2,4'-methylene... Reactants: SCC(=O)N (2-mercaptoacetamide), ClC(C#N)=C (2-chloroacrylonitrile). Solvent: N1=CC=CC=C1 (pyridine). Conditions: time 45 minute. Yields the product ClC(CSCC(=O)N)C#N (5-Chloro-5-cyano-3-thiapentanamide). As a reaction SMILES: [SH:1][CH2:2][C:3]([NH2:5])=[O:4].[Cl:6][C:7](=[CH2:10])[C:8]#[N:9]>N1C=CC=CC=1>[Cl:6][CH:7]([C:8]#[N:9])[CH2:10][S:1][CH2:2][C:3]([NH2:5])=[O:4]. Procedure: A solution of 2-mercaptoacetamide (20 g) in dry pyridine (80 ml) was stirred whilst 2-chloroacrylonitrile (18 ml) was added slowly with ice-bath cooling. After the addition was complete, the ice-bath was removed, and the mixture was stirred for 45 minutes. The resultant mixture contained the title compound. A portion of the mixture was shaken repeatedly with petroleum ether (b.p. 60° to 80° C.) to leave the title compound as a syrup. 'H nmr δ (CD3COCD3) 5.50 (1H,t,J=7HZ, CH2CH), 3.40 (2H, d,J=7H... The reactants are BrC(C(CC1=CC=CC=C1)=O)C1=CC=CC=C1 (1-bromo-1,3-diphenyl-2-propanone), N1C(NCCC1)=S (tetrahydro-2-pyrimidinethione). Run in CC(=O)C (acetone), CC(=O)C (acetone). Reaction conditions: time 4 hour. Product: Br.C(C1=CC=CC=C1)C1(C(SC=2N1CCCN2)C2=CC=CC=C2)O (3-Benzyl-2,3,6,7-tetrahydro-2-phenyl-5H-thiazolo[3,2-a]pyrimidin-3-ol hydrobromide). The yield is 56.8%. As a reaction SMILES: [Br:1][CH:2]([C:12]1[CH:17]=[CH:16][CH:15]=[CH:14][CH:13]=1)[C:3](=[O:11])[CH2:4][C:5]1[CH:10]=[CH:9][CH:8]=[CH:7][CH:6]=1.[NH:18]1[CH2:23][CH2:22][CH2:21][NH:20][C:19]1=[S:24]>CC(C)=O>[BrH:1].[CH2:4]([C:3]1([OH:11])[N:20]2[CH2:21][CH2:22][CH2:23][N:18]=[C:19]2[S:24][CH:2]1[C:12]1[CH:17]=[CH:16][CH:15]=[CH:14][CH:13]=1)[C:5]1[CH:10]=[CH:9][CH:8]=[CH:7][CH:6]=1 |f:3.4|. Procedure details: A solution of 2.9 grams of 1-bromo-1,3-diphenyl-2-propanone (Example 93) in 30 ml. of acetone is added to a solution of 1.16 grams of tetrahydro-2-pyrimidinethione in 100 ml. of acetone. A white precipitate forms in a few minutes. After standing at room temperature for four hours, the precipitate is collected, washed with acetone, and dried. Recrystallization from 20 ml. of ethanol yields 2.3 grams of the pure compound, melting at 192°-194° C. with decomposition. Starting materials: ClC[C@H]1CN(C(O1)=O)C1=CC=C(C=C1)N1C(COCC1)=O (4-[4-[(5R)-5-(chloromethyl)-2-oxo-3-oxazolidinyl]phenyl]-3-morpholinone), [I-].[Na+] (sodium iodide). Solvent: O (water), S1(=O)(=O)CCCC1 (sulfolane). Conditions: temperature 110 celsius, time 20 hour. Product: IC[C@H]1CN(C(O1)=O)C1=CC=C(C=C1)N1C(COCC1)=O (4-[4-[(5R)-5-(Iodomethyl)-2-oxo-3-oxazolidinyl]phenyl]-3-morpholinone). Isolated yield 81.1%. Reaction SMILES: Cl[CH2:2][C@@H:3]1[O:7][C:6](=[O:8])[N:5]([C:9]2[CH:14]=[CH:13][C:12]([N:15]3[CH2:20][CH2:19][O:18][CH2:17][C:16]3=[O:21])=[CH:11][CH:10]=2)[CH2:4]1.[I-:22].[Na+]>S1(CCCC1)(=O)=O.O>[I:22][CH2:2][C@@H:3]1[O:7][C:6](=[O:8])[N:5]([C:9]2[CH:14]=[CH:13][C:12]([N:15]3[CH2:20][CH2:19][O:18][CH2:17][C:16]3=[O:21])=[CH:11][CH:10]=2)[CH2:4]1 |f:1.2|. Reported procedure: Under an atmosphere of nitrogen to a solution of 1.00 g of 4-[4-[(5R)-5-(chloromethyl)-2-oxo-3-oxazolidinyl]phenyl]-3-morpholinone (MW=310.74; 1 eq.) in 5.3 mL sulfolane were added 0.97 g of sodium iodide (MW=149.89; 2 eq.). The resulting reaction mixture was stirred for 20 h at 110° C. Then the resulting slurry was cooled to room temperature and diluted with 30 mL of water. After stirring for 1 h at ambient temperature, the crystal suspension was isolated by filtration and the filter cake was w... Starting materials: FC(C(=O)O)(F)F.O1CCNCC2=C1C=CC(=C2)C=2C=C1C(=NC2)N=CN1C(=O)OCC(C)C (2-methylpropyl 6-(2,3,4,5-tetrahydro-1,4-benzoxazepin-7-yl)-1H-imidazo[4,5-b]pyridine-1-carboxylate trifluoroacetic acid salt), FC=1C=C(C=CC1)C1N(CCC(C1)=O)C(=O)Cl (2-(3-fluorophenyl)-4-oxopiperidine-1-carbonyl chloride), C(C)(C)N(CC)C(C)C (diisopropylethylamine). Run in CN(C=O)C (N,N-dimethylformamide), C(C)(=O)OCC (ethyl acetate). The product is FC=1C=C(C=CC1)C1N(CCC(C1)=O)C(=O)N1CCOC2=C(C1)C=C(C=C2)C=2C=C1C(=NC2)N=CN1C(=O)OCC(C)C (2-methylpropyl 6-(4-{[2-(3-fluorophenyl)-4-oxopiperidin-1-yl]carbonyl}-2,3,4,5-tetrahydro-1,4-benzoxazepin-7-yl)-1H-imidazo[4,5-b]pyridine-1-carboxylate). Isolated yield 63.6%. RXN SMILES: FC(F)(F)C(O)=O.[O:8]1[C:14]2[CH:15]=[CH:16][C:17]([C:19]3[CH:20]=[C:21]4[N:27]([C:28]([O:30][CH2:31][CH:32]([CH3:34])[CH3:33])=[O:29])[CH:26]=[N:25][C:22]4=[N:23][CH:24]=3)=[CH:18][C:13]=2[CH2:12][NH:11][CH2:10][CH2:9]1.[F:35][C:36]1[CH:37]=[C:38]([CH:42]2[CH2:47][C:46](=[O:48])[CH2:45][CH2:44][N:43]2[C:49](Cl)=[O:50])[CH:39]=[CH:40][CH:41]=1.C(N(C(C)C)CC)(C)C>CN(C)C=O.C(OCC)(=O)C>[F:35][C:36]1[CH:37]=[C:38]([CH:42]2[CH2:47][C:46](=[O:48])[CH2:45][CH2:44][N:43]2[C:49]([N:11]2[CH2:12][C:13]3[CH:18]=[C:17]([C:19]4[CH:20]=[C:21]5[N:27]([C:28]([O:30][CH2:31][CH:32]([CH3:34])[CH3:33])=[O:29])[CH:26]=[N:25][C:22]5=[N:23][CH:24]=4)[CH:16]=[CH:15][C:14]=3[O:8][CH2:9][CH2:10]2)=[O:50])[CH:39]=[CH:40][CH:41]=1 |f:0.1|. Reported procedure: A solution of 2-methylpropyl 6-(2,3,4,5-tetrahydro-1,4-benzoxazepin-7-yl)-1H-imidazo[4,5-b]pyridine-1-carboxylate trifluoroacetic acid salt (0.20 g, 0.53 mmol), 2-(3-fluorophenyl)-4-oxopiperidine-1-carbonyl chloride (reagent preparation 37) (0.13 g, 0.51 mmol) and diisopropylethylamine (3.0 g, 23 mmol) in N,N-dimethylformamide (8 mL) was heated to 65° C. for 18 hours. The resulting mixture was diluted with ethyl acetate (50 mL) and washed with water (2×25 mL) and once with brine (15 mL) then dri...